From a dataset of the Open Reaction Database (ORD), a public repository of structured organic reaction records. describe an organic reaction: reactants, conditions, products, and yield As a reaction SMILES: CNC(NC)=O.[P:7]([O:16]CCCl)([O:12]CCCl)[O:8]CCCl.C(C(CCCC)C=O)C.ClCCOP1(=O)[CH:37]([CH:38]([CH2:41][CH2:42][CH2:43][CH3:44])[CH2:39][CH3:40])[N:36]([CH3:45])[C:35](=[O:46])[N:34]1[CH3:47]>C1CCCCC1.O>[CH3:45][N:36]([CH:37]([P:7](=[O:8])([OH:12])[OH:16])[CH:38]([CH2:39][CH3:40])[CH2:41][CH2:42][CH2:43][CH3:44])[C:35]([NH:34][CH3:47])=[O:46]. Procedure: A mixture of 88.1g (1.0 mole of 1,3-dimethylurea, 269.5g (1.0 mole) of tris(2-chloroethyl) phosphite, and 135g (1.05 moles) of 2-ethylhexaldehyde is warmed at 105°-110° for 2 hr, giving a clear colorless solution containing 2-(2-chloroethoxy)-1,4-dimethyl 3-(3-heptyl)-1,4,2-diazaphospholidin-5-one-2-oxide, as an intermediate ester product, 31P nmr 31 30.8. Four-fifths of the reaction mixture is dissolved in 200ml of cyclohexane containing 34.5g of H2O, and the mixture is warmed at 82° for 0.5 hr... The reactants are CNC(=O)NC (1,3-dimethylurea), 269.5g, P(OCCCl)(OCCCl)OCCCl (tris(2-chloroethyl) phosphite), 135g, C(C)C(C=O)CCCC (2-ethylhexaldehyde), ester, ClCCOP1(N(C(N(C1C(CC)CCCC)C)=O)C)=O (2-(2-chloroethoxy)-1,4-dimethyl 3-(3-heptyl)-1,4,2-diazaphospholidin-5-one-2-oxide). The product is CN(C(=O)NC)C(C(CCCC)CC)P(O)(O)=O (1-(1,3-Dimethylureido)-2-ethylhexylphosphonic acid). Solvent: C1CCCCC1 (cyclohexane), O (H2O). Starting materials: O=C1c2ccccc2C(=O)N1CC1CN(Cc2ccccc2)CCO1, Cc1ccccc1, CCOC(=O)Cl. Product: CCOC(=O)N1CCOC(CN2C(=O)c3ccccc3C2=O)C1. As a reaction SMILES: [CH2:1]([c:2]1[cH:3][cH:4][cH:5][cH:6][cH:7]1)[N:8]1[CH2:9][CH:10]([CH2:14][N:15]2[C:16](=[O:25])[c:17]3[c:18]([cH:21][cH:22][cH:23][cH:24]3)[C:19]2=[O:20])[O:11][CH2:12][CH2:13]1.[CH3:32][c:33]1[cH:34][cH:35][cH:36][cH:37][cH:38]1.[Cl:26][C:27](=[O:28])[O:29][CH2:30][CH3:31]>>[N:8]1([C:27](=[O:28])[O:29][CH2:30][CH3:31])[CH2:9][CH:10]([CH2:14][N:15]2[C:16](=[O:25])[c:17]3[c:18]([cH:21][cH:22][cH:23][cH:24]3)[C:19]2=[O:20])[O:11][CH2:12][CH2:13]1. Starting materials: BrB(Br)Br, COc1ccc(-n2nc(C(F)(F)F)cc2-c2ccc(S(C)(=O)=O)cc2)cc1, ClCCl. The product is CS(=O)(=O)c1ccc(-c2cc(C(F)(F)F)nn2-c2ccc(O)cc2)cc1. As a reaction SMILES: [B:1]([Br:2])([Br:3])[Br:4].[CH3:5][O:6][c:7]1[cH:8][cH:9][c:10](-[n:13]2[n:14][c:15]([C:28]([F:29])([F:30])[F:31])[cH:16][c:17]2-[c:18]2[cH:19][cH:20][c:21]([S:24](=[O:25])(=[O:26])[CH3:27])[cH:22][cH:23]2)[cH:11][cH:12]1.[Cl:32][CH2:33][Cl:34]>>[OH:6][c:7]1[cH:8][cH:9][c:10](-[n:13]2[n:14][c:15]([C:28]([F:29])([F:30])[F:31])[cH:16][c:17]2-[c:18]2[cH:19][cH:20][c:21]([S:24](=[O:25])(=[O:26])[CH3:27])[cH:22][cH:23]2)[cH:11][cH:12]1. Reactants: Cl (HCl), NCCCCCC(=O)C1=C(C(C(=O)NO)=CC=C1N)OC ((6-aminohexanoyl)-4-amino-methylsalicylhydroxamic acid). Run in C(=O)(O)[O-].[Na+] (NaHCO3). Yields the product C(C=1C(O)=CC=CC1)(=O)NO (Salicylhydroxamic Acid). RXN SMILES: NCCCCCC([C:9]1[C:18](N)=[CH:17][CH:16]=[C:11]([C:12]([NH:14][OH:15])=[O:13])[C:10]=1[O:20]C)=O.Cl>C([O-])(O)=O.[Na+]>[C:12]([NH:14][OH:15])(=[O:13])[C:11]1[C:10](=[CH:9][CH:18]=[CH:17][CH:16]=1)[OH:20] |f:2.3|. Procedure details: SHA-Sepharose 4B was prepared by mixing 130 mg of (6-aminohexanoyl)-4-amino-methylsalicylhydroxamic acid (SHA--Z--NH2), dissolved in 30 mL 0.2M NaHCO3, with 6.5 g HCl washed CNBr activated Sepharose 4B (Pharmacia) overnight at room temperature. After the coupling reaction, 2 mL of 0.5M Tris, pH 8.5 were added and the gel slurry mixed at room temperature for 1 hour, and washed with water, 0.5M NaCl, and water again. The resulting SHA-Sepharose 4B was suspended in 30 mL of 20% ethanol, and stored ...